From a dataset of the Open Reaction Database (ORD), a public repository of structured organic reaction records. describe an organic reaction: reactants, conditions, products, and yield Reactants: CSC1=Nc2cc(NC(=O)OC(C)(C)C)ccc2CCC1, COC(CN)OC, CCO. Yields the product COC(CNC1=Nc2cc(NC(=O)OC(C)(C)C)ccc2CCC1)OC. Reaction SMILES: [C:1]([CH3:2])([CH3:3])([CH3:4])[O:5][C:6]([NH:7][c:8]1[cH:9][cH:10][c:11]2[c:12]([cH:20]1)[N:13]=[C:14]([S:18][CH3:19])[CH2:15][CH2:16][CH2:17]2)=[O:21].[CH3:22][O:23][CH:24]([CH2:25][NH2:26])[O:27][CH3:28].[CH3:29][CH2:30][OH:31]>>[C:1]([CH3:2])([CH3:3])([CH3:4])[O:5][C:6]([NH:7][c:8]1[cH:9][cH:10][c:11]2[c:12]([cH:20]1)[N:13]=[C:14]([NH:26][CH2:25][CH:24]([O:23][CH3:22])[O:27][CH3:28])[CH2:15][CH2:16][CH2:17]2)=[O:21]. The reactants are Br, CC(=O)O, COc1cccc(C(=O)CC2CCCN2C)c1, CCO. The product is CN1CCCC1CC(=O)c1cccc(O)c1. As a reaction SMILES: [BrH:22].[CH3:18][C:19](=[O:20])[OH:21].[CH3:1][O:2][c:3]1[cH:4][c:5]([C:9]([CH2:10][CH:11]2[N:12]([CH3:16])[CH2:13][CH2:14][CH2:15]2)=[O:17])[cH:6][cH:7][cH:8]1.[CH3:23][CH2:24][OH:25]>>[OH:2][c:3]1[cH:4][c:5]([C:9]([CH2:10][CH:11]2[N:12]([CH3:16])[CH2:13][CH2:14][CH2:15]2)=[O:17])[cH:6][cH:7][cH:8]1. Starting materials: C(C)OC(=O)C1=C(SC=C1C1=CC=C(C=C1)Cl)N (2-Amino-4-(4-chloro-phenyl)-thiophene-3-carboxylic acid ethyl ester), C(CC(=O)OCC)(=O)OCC (diethyl malonate). Yields the product C(C)OC(=O)C1=C(SC=C1C1=CC=C(C=C1)Cl)NC(CC(=O)OCC)=O (4-(4-Chlorophenyl)-2-(2-ethoxycarbonyl acetylamino)-thiophene-3-carboxylic acid ethyl ester). RXN SMILES: [CH2:1]([O:3][C:4]([C:6]1[C:10]([C:11]2[CH:16]=[CH:15][C:14]([Cl:17])=[CH:13][CH:12]=2)=[CH:9][S:8][C:7]=1[NH2:18])=[O:5])[CH3:2].[C:19](OCC)(=[O:26])[CH2:20][C:21]([O:23][CH2:24][CH3:25])=[O:22]>>[CH2:1]([O:3][C:4]([C:6]1[C:10]([C:11]2[CH:16]=[CH:15][C:14]([Cl:17])=[CH:13][CH:12]=2)=[CH:9][S:8][C:7]=1[NH:18][C:19](=[O:26])[CH2:20][C:21]([O:23][CH2:24][CH3:25])=[O:22])=[O:5])[CH3:2]. Reported procedure: A solution of 2-Amino-4-(4-chloro-phenyl)-thiophene-3-carboxylic acid ethyl ester (4a) (1.759 g, 6.24 mmol) in diethyl malonate (8.0 g, 50 mmol) was heated at 180° C. for 4 hours. The excess diethyl malonate was removed under reduced pressure to give the title compound. MS (DCI/NH3) m/e 396 (M+H)+; 1H NMR (300 MHz, CDCl3): δ ppm 12.21 (s, 1H), 7.33–7.20 (m, 5H), 6.62 (s, 1H), 4.31 (q, J=7.12, 2H), 4.15 (q, J=7.12, 2H), 3.61 (s, 2H), 1.33 (t, J=7.12, 3H), 0.99 (t, J=7.12, 3H). The reactants are FC(C(=O)NCC=1C(=C(C(=O)N)C(=CC1)C)C)(F)F (3-((2,2,2-trifluoroacetamido)methyl)-2,6-dimethylbenzamide), C(C(=O)Cl)(=O)Cl (oxalyl chloride). Solvent: C(CCl)Cl (EDC). Yields the product FC(C(=O)NCC=1C(=C(C(=O)N=C=O)C(=CC1)C)C)(F)F (3-((2,2,2-trifluoroacetamido)methyl)-2,6-dimethylbenzoyl isocyanate). RXN SMILES: [F:1][C:2]([F:19])([F:18])[C:3]([NH:5][CH2:6][C:7]1[C:8]([CH3:17])=[C:9]([C:13]([CH3:16])=[CH:14][CH:15]=1)[C:10]([NH2:12])=[O:11])=[O:4].C(Cl)(=O)[C:21](Cl)=[O:22]>C(Cl)CCl>[F:1][C:2]([F:18])([F:19])[C:3]([NH:5][CH2:6][C:7]1[C:8]([CH3:17])=[C:9]([C:13]([CH3:16])=[CH:14][CH:15]=1)[C:10]([N:12]=[C:21]=[O:22])=[O:11])=[O:4]. Procedure: The title compound was prepared according to the procedure described in step-2 of Intermediate-8 by using 3-((2,2,2-trifluoroacetamido)methyl)-2,6-dimethylbenzamide (1.0 g, 3.6 mmol), oxalyl chloride and EDC (10 mL) to afford 0.900 g of the desired product. The reactants are Cl (HCl), C(C)OC(C(C(C)=O)=CN(C)C)=O (2-dimethylaminomethylene-3-oxo-butyric acid ethyl ester), CC(C)(C)[O-].[K+] (KOt-Bu), C(#N)C=1SC=CN1 (2-cyanothiazole), C(C)(=O)N[C@@H](CS)C(=O)O (N-acetylcysteine), C(C)(=O)[O-].[NH4+] (ammonium acetate), [OH-].[K+] (KOH). Run in CO (MeOH), O (H2O). Conditions: temperature 120 celsius. Product: CC1=NC(=NC=C1C(=O)O)C=1SC=CN1 (4-methyl-2-thiazol-2-yl-pyrimidine-5-carboxylic acid). The yield is 62.1%. Reaction SMILES: [C:1]([C:3]1[S:4][CH:5]=[CH:6][N:7]=1)#[N:2].C(N[C@H](C(O)=O)CS)(=O)C.C([O-])(=O)C.[NH4+].C([O:25][C:26](=[O:35])[C:27](=[CH:31][N:32](C)C)[C:28](=O)[CH3:29])C.CC([O-])(C)C.[K+].[OH-].[K+].Cl>CO.O>[CH3:29][C:28]1[C:27]([C:26]([OH:35])=[O:25])=[CH:31][N:32]=[C:1]([C:3]2[S:4][CH:5]=[CH:6][N:7]=2)[N:2]=1 |f:2.3,5.6,7.8|. Procedure details: A solution of 2-cyanothiazole (1.55 g, 14.2 mmol) in MeOH (12 mL) is treated with N-acetylcysteine (234 mg, 1.42 mmol), ammonium acetate (1.5 g, 18.5 mmol) and heated in a microwave at 120° C. for 15 min. The mixture is then treated with 2-dimethylaminomethylene-3-oxo-butyric acid ethyl ester (3.2 g, 17.0 mmol) and KOt-Bu (2.2 g, 20 mmol), and heated in a microwave at 120° C. for an additional 15 min. The mixture is then treated with a solution of KOH (1.2 g, 20 mmol) in H2O (5 mL) and heated at... Procedure: The product from Example 3, 2-[2-(4-dimethylaminomethyl-2-pyridylmethylthio)ethylamino]-5-(2-methoxy-4-pyridylmethyl)-4-pyrimidone was heated under reflux in 2N hydrogen chloride in ethanol to give 2-[2-(4-dimethylaminomethyl-2-pyridylmethylthio)ethylamino]-5-(2-hydroxy-4-pyridylmethyl)-4-pyrimidone tetrahydrochloride. Yields the product Cl.Cl.Cl.Cl.CN(C)CC1=CC(=NC=C1)CSCCNC1=NC=C(C(N1)=O)CC1=CC(=NC=C1)O (2-[2-(4-dimethylaminomethyl-2-pyridylmethylthio)ethylamino]-5-(2-hydroxy-4-pyridylmethyl)-4-pyrimidone tetrahydrochloride). The solvent is C(C)O (ethanol). Reaction SMILES: [CH3:1][N:2]([CH2:4][C:5]1[CH:10]=[CH:9][N:8]=[C:7]([CH2:11][S:12][CH2:13][CH2:14][NH:15][C:16]2[NH:21][C:20](=[O:22])[C:19]([CH2:23][C:24]3[CH:29]=[CH:28][N:27]=[C:26]([O:30]C)[CH:25]=3)=[CH:18][N:17]=2)[CH:6]=1)[CH3:3].[ClH:32]>C(O)C>[ClH:32].[ClH:32].[ClH:32].[ClH:32].[CH3:1][N:2]([CH2:4][C:5]1[CH:10]=[CH:9][N:8]=[C:7]([CH2:11][S:12][CH2:13][CH2:14][NH:15][C:16]2[NH:21][C:20](=[O:22])[C:19]([CH2:23][C:24]3[CH:29]=[CH:28][N:27]=[C:26]([OH:30])[CH:25]=3)=[CH:18][N:17]=2)[CH:6]=1)[CH3:3] |f:3.4.5.6.7|. Reactants: product, CN(C)CC1=CC(=NC=C1)CSCCNC1=NC=C(C(N1)=O)CC1=CC(=NC=C1)OC (2-[2-(4-dimethylaminomethyl-2-pyridylmethylthio)ethylamino]-5-(2-methoxy-4-pyridylmethyl)-4-pyrimidone), Cl (hydrogen chloride). Reactants: O=C([O-])[O-], CCCBr, CC#N, COC(=O)C(Cc1c[nH]cn1)NC(=O)OC(C)(C)C, [K+], [K+]. The product is CCCn1cnc(CC(NC(=O)OC(C)(C)C)C(=O)OC)c1. Reaction SMILES: [C:24](=[O:25])([O-:26])[O-:27].[CH2:1]([CH2:2][CH3:3])[Br:4].[CH3:30][C:31]#[N:32].[CH3:5][O:6][C:7]([CH:8]([NH:9][C:10](=[O:11])[O:12][C:13]([CH3:14])([CH3:15])[CH3:16])[CH2:17][c:18]1[cH:19][nH:20][cH:21][n:22]1)=[O:23].[K+:28].[K+:29]>>[CH2:1]([CH2:2][CH3:3])[n:20]1[cH:19][c:18]([CH2:17][CH:8]([C:7]([O:6][CH3:5])=[O:23])[NH:9][C:10](=[O:11])[O:12][C:13]([CH3:14])([CH3:15])[CH3:16])[n:22][cH:21]1. The product is C(C)(=O)O[C@H]1[C@@H](O[C@@H]([C@H]1OC(C)=O)C=1N=NN(N1)CC)N1C2=NC(=NC(=C2N=C1)N[C@@H]1CC[C@H](CC1)N)Cl ((2R,3R,4R,5R)-2-{6-[(trans-4-Aminocyclohexyl)amino]-2-chloro-9H-Purin-9-yl}-5-(2-ethyl-2H-tetrazol-5-yl)tetrahydrofuran-3,4-diyl diacetate). Run in FC(C(=O)O)(F)F.ClCCl (trifluoroacetic acid dichloromethane). Reported procedure: (2R,3R,4R,5R)-2-(2-Chloro-6-{[trans-4-({[(1,1-dimethylethyl)oxy]carbonyl}amino)cyclohexyl]amino}-9H-purin-9-yl)-5-(2-ethyl-2H-tetrazol-5-yl)tetrahydrofuran-3,4-diyl diacetate (Intermediate 1) (12.49 g), was dissolved in trifluoroacetic acid—dichloromethane mixture (50:50; 40 ml). The mixture was stirred at room temperature for 1-2 h and then evaporated down in vacuo. The residue was partitioned between ethyl acetate and 2N aq.sodium bicarbonate solution, making sure the trifluoroacetic acid was ... RXN SMILES: [C:1]([O:4][C@@H:5]1[C@H:9]([O:10][C:11](=[O:13])[CH3:12])[C@@H:8]([C:14]2[N:15]=[N:16][N:17]([CH2:19][CH3:20])[N:18]=2)[O:7][C@H:6]1[N:21]1[CH:29]=[N:28][C:27]2[C:22]1=[N:23][C:24]([Cl:45])=[N:25][C:26]=2[NH:30][C@H:31]1[CH2:36][CH2:35][C@H:34]([NH:37]C(OC(C)(C)C)=O)[CH2:33][CH2:32]1)(=[O:3])[CH3:2]>FC(F)(F)C(O)=O.ClCCl>[C:1]([O:4][C@@H:5]1[C@H:9]([O:10][C:11](=[O:13])[CH3:12])[C@@H:8]([C:14]2[N:15]=[N:16][N:17]([CH2:19][CH3:20])[N:18]=2)[O:7][C@H:6]1[N:21]1[CH:29]=[N:28][C:27]2[C:22]1=[N:23][C:24]([Cl:45])=[N:25][C:26]=2[NH:30][C@H:31]1[CH2:32][CH2:33][C@H:34]([NH2:37])[CH2:35][CH2:36]1)(=[O:3])[CH3:2] |f:1.2|. Reaction conditions: time 1.5 hour. The reactants are C(C)(=O)O[C@H]1[C@@H](O[C@@H]([C@H]1OC(C)=O)C=1N=NN(N1)CC)N1C2=NC(=NC(=C2N=C1)N[C@@H]1CC[C@H](CC1)NC(=O)OC(C)(C)C)Cl ((2R,3R,4R,5R)-2-(2-Chloro-6-{[trans-4-({[(1,1-dimethylethyl)oxy]carbonyl}amino)cyclohexyl]amino}-9H-purin-9-yl)-5-(2-ethyl-2H-tetrazol-5-yl)tetrahydrofuran-3,4-diyl diacetate), C(C)(=O)O[C@H]1[C@@H](O[C@@H]([C@H]1OC(C)=O)C=1N=NN(N1)CC)N1C2=NC(=NC(=C2N=C1)N[C@@H]1CC[C@H](CC1)NC(=O)OC(C)(C)C)Cl ((2R,3R,4R,5R)-2-(2-Chloro-6-{[trans-4-({[(1,1-dimethylethyl)oxy]carbonyl}amino)cyclohexyl]amino}-9H-purin-9-yl)-5-(2-ethyl-2H-tetrazol-5-yl)tetrahydrofuran-3,4-diyl diacetate). The reactants are ClCCl, Fc1nc(F)nc(F)n1, O=C(O)c1onc(-c2ccccc2)c1C(F)(F)F, c1ccncc1. The product is O=C(F)c1onc(-c2ccccc2)c1C(F)(F)F. RXN SMILES: [Cl:34][CH2:35][Cl:36].[F:25][c:26]1[n:27][c:28]([F:29])[n:30][c:31]([F:32])[n:33]1.[c:1]1(-[c:7]2[n:8][o:9][c:10]([C:16](=[O:17])[OH:18])[c:11]2[C:12]([F:13])([F:14])[F:15])[cH:2][cH:3][cH:4][cH:5][cH:6]1.[cH:19]1[cH:20][cH:21][n:22][cH:23][cH:24]1>>[c:1]1(-[c:7]2[n:8][o:9][c:10]([C:16](=[O:18])[F:25])[c:11]2[C:12]([F:13])([F:14])[F:15])[cH:2][cH:3][cH:4][cH:5][cH:6]1.